From a dataset of the Open Reaction Database (ORD), a public repository of structured organic reaction records. describe an organic reaction: reactants, conditions, products, and yield Starting materials: BrBr (Bromine), ClC=1C=C(CSC2=NC(=CC(=N2)O)N[C@@H](CO)C)C=CC1 (2-[(3-Chlorobenzyl)thio]-6-{[(1R)-2-hydroxy-1-methylethyl]amino}-4-pyrimidinol), N1=CC=CC=C1 (pyridine), [S-]C#N.[K+] (potassium thiocyanate). Solvent: CN(C)C=O (DMF). Conditions: temperature 0 celsius. Product: ClC=1C=C(CSC2=NC(=C(C(=N2)O)SC#N)N[C@@H](CO)C)C=CC1 (2-[(3-Chlorobenzyl)thio]-4-hydroxy-6-{[(1R)-2-hydroxy-1-methylethyl]amino}-5-pyrimidinyl thiocyanate). RXN SMILES: [Cl:1][C:2]1[CH:3]=[C:4]([CH:19]=[CH:20][CH:21]=1)[CH2:5][S:6][C:7]1[N:12]=[C:11]([OH:13])[CH:10]=[C:9]([NH:14][C@H:15]([CH3:18])[CH2:16][OH:17])[N:8]=1.N1C=CC=CC=1.[S-:28][C:29]#[N:30].[K+].BrBr>CN(C=O)C>[Cl:1][C:2]1[CH:3]=[C:4]([CH:19]=[CH:20][CH:21]=1)[CH2:5][S:6][C:7]1[N:12]=[C:11]([OH:13])[C:10]([S:28][C:29]#[N:30])=[C:9]([NH:14][C@H:15]([CH3:18])[CH2:16][OH:17])[N:8]=1 |f:2.3|. Procedure: The product of Example 3 (0.5 g), pyridine (0.21 ml) and potassium thiocyanate (0.6 g) were dissolved in DMF (10 ml) and cooled to 0° C. Bromine (74 μl) was added before the cooling bath was removed and the reaction mixture allowed to warm to room temperature. After 1 h water (50 ml) was added and the mixture extracted with EtOAc (3×30 ml). The combined extracts were dried (MgSO4), filtered, evaporated and purified by silica gel chromatography (10% methanol/DCM) to yield the title product as a w... The reactants are ON=C(C(=O)OCC)C(CCC1=CC(=CC=C1)C)=O (2-(Hydroxyimino)-5-(3-methylphenyl)-3-oxopentanoic acid, ethyl ester), C(C)(=O)O (acetic acid), O (water). Reagents/catalysts: [Zn] (Zinc). Run in C(C)(=O)OC(C)=O (acetic anhydride). Reaction conditions: time 1 hour. Yields the product C(C)(=O)NC(C(=O)OCC)C(CCC1=CC(=CC=C1)C)=O (2-(Acetylamino)-5-(3-methylphenyl)-3-oxopentanoic acid, ethyl ester). Reaction SMILES: O[N:2]=[C:3]([C:9](=[O:19])[CH2:10][CH2:11][C:12]1[CH:17]=[CH:16][CH:15]=[C:14]([CH3:18])[CH:13]=1)[C:4]([O:6][CH2:7][CH3:8])=[O:5].O.[C:21](O)(=[O:23])[CH3:22]>C(OC(=O)C)(=O)C.[Zn]>[C:21]([NH:2][CH:3]([C:9](=[O:19])[CH2:10][CH2:11][C:12]1[CH:17]=[CH:16][CH:15]=[C:14]([CH3:18])[CH:13]=1)[C:4]([O:6][CH2:7][CH3:8])=[O:5])(=[O:23])[CH3:22]. Reported procedure: Zinc dust (10 micron, 150 g) was added portionwise to a stirred solution of the product from step (i) (88 g) in acetic acid (400 ml) and acetic anhydride (125 ml) keeping the internal temperature below 40° C. The solution was stirred at room temperature for a further 1 hour before adding water (500 ml) dropwise at such a rate so as to keep the internal temperature below 40° C. The mixture was stirred at room temperature for a further 16 h then filtered and the mother liquor extracted with chloro...